From a dataset of the Open Reaction Database (ORD), a public repository of structured organic reaction records. describe an organic reaction: reactants, conditions, products, and yield Reactants: eucarvone-4,5-oxide, O1C2C=C(C(CC(C21)(C)C)=O)C (4,5-epoxy-2,6,6-trimethyl-2-cyclohepten-1-one), COC1=CC=C(CO)C=C1 (4-methoxybenzyl alcohol). The reagents and catalysts are C1(=CC=C(C=C1)S(=O)(=O)O)C (p-toluenesulfonic acid). The solvent is O1CCCC1 (tetrahydrofuran). The product is OC1C(C=C(C(CC1(C)C)=O)C)OCC1=CC=C(C=C1)OC (5-hydroxy-4-(4-methoxybenzyloxy)-2,6,6-trimethyl-2-cyclohepten-1-one). Yield: 51.0%. RXN SMILES: [O:1]1[CH:8]2[CH:2]1[CH:3]=[C:4]([CH3:12])[C:5](=[O:11])[CH2:6][C:7]2([CH3:10])[CH3:9].[CH3:13][O:14][C:15]1[CH:22]=[CH:21][C:18]([CH2:19][OH:20])=[CH:17][CH:16]=1>O1CCCC1.C1(C)C=CC(S(O)(=O)=O)=CC=1>[OH:1][CH:8]1[C:7]([CH3:10])([CH3:9])[CH2:6][C:5](=[O:11])[C:4]([CH3:12])=[CH:3][CH:2]1[O:20][CH2:19][C:18]1[CH:21]=[CH:22][C:15]([O:14][CH3:13])=[CH:16][CH:17]=1. Procedure: To a solution of eucarvone-4,5-oxide, i.e. 4,5-epoxy-2,6,6-trimethyl-2-cyclohepten-1-one (50 g, 0.3M), in tetrahydrofuran (150 ml), 4-methoxybenzyl alcohol (55 g, 0.4M) and p-toluenesulfonic acid (2 g) were added, and it was heated under reflux for eight hours, concentrated, and then purified by silica gel column chromatography using hexane-ethyl acetate (10:1) as an eluent to obtain 46.7 g (50%) of 5-hydroxy-4-(4-methoxybenzyloxy)-2,6,6-trimethyl-2-cyclohepten-1-one (AUM09) as a light yellow oi... Starting materials: CC1=C(C(=O)Cl)C=CC=C1[N+](=O)[O-] (2-Methyl-3-nitrobenzoyl chloride), Cl (hydrochloric acid), [Cl-].[Al+3].[Cl-].[Cl-] (aluminum chloride). Solvent: C1=CC=CC=C1 (benzene), C1=CC=CC=C1 (benzene). Conditions: time 2 hour. Product: CC1=C(C(=O)C2=CC=CC=C2)C=CC=C1[N+](=O)[O-] (2-methyl-3-nitrobenzophenone). The yield is 95.0%. As a reaction SMILES: [CH3:1][C:2]1[C:10]([N+:11]([O-:13])=[O:12])=[CH:9][CH:8]=[CH:7][C:3]=1[C:4](Cl)=[O:5].[Cl-].[Al+3].[Cl-].[Cl-].Cl>C1C=CC=CC=1>[CH3:1][C:2]1[C:10]([N+:11]([O-:13])=[O:12])=[CH:9][CH:8]=[CH:7][C:3]=1[C:4]([C:2]1[CH:10]=[CH:9][CH:8]=[CH:7][CH:3]=1)=[O:5] |f:1.2.3.4|. Procedure details: 2-Methyl-3-nitrobenzoyl chloride (9.98 grams; 0.05 mole) was dissolved in 35 mls. of dry benzene and the solution was added to a slurry of aluminum chloride (13.3 grams; 0.10 mole) in 40 mls. of dry benzene over a period of 10 minutes. The resulting reaction mixture was stirred at room temperature for 21/2 hours, then heated at reflux for 2 hours and cooled to room temperature. The cooled reaction mixture was poured into 200 mls. of dilute hydrochloric acid, stirred for about 15 minutes and allo... Starting materials: [Si](C)(C)(C(C)(C)C)OCC(C=1SC=C(C1)C=O)N(S(=O)(=O)C1=CC=CC=C1)CCC(C)C (N-[2-{[tert-butyl(dimethyl)silyl]oxy}-1-(4-formylthiophen-2-yl)ethyl]-N-(3-methylbutyl)benzenesulfonamide), CC(C)(C)S(=O)N (2-methylpropane-2-sulfinamide). Reagents/catalysts: [O-]CC.[Ti+4].[O-]CC.[O-]CC.[O-]CC (Titanium(IV) ethoxide). Solvent: C1CCOC1 (THF), [Cl-].[Na+].O (brine). Reaction conditions: time 8 hour. Product: [Si](C)(C)(C(C)(C)C)OCC(C=1SC=C(C1)/C=N/S(=O)C(C)(C)C)N(S(=O)(=O)C1=CC=CC=C1)CCC(C)C (N-[2-{[tert-butyl(dimethyl)silyl]oxy}-1-(4-{(E)-[(tert-butylsulfinyl)imino]methyl}thiophen-2-yl)ethyl]-N-(3-methylbutyl)benzenesulfonamide). RXN SMILES: [Si:1]([O:8][CH2:9][CH:10]([N:18]([CH2:28][CH2:29][CH:30]([CH3:32])[CH3:31])[S:19]([C:22]1[CH:27]=[CH:26][CH:25]=[CH:24][CH:23]=1)(=[O:21])=[O:20])[C:11]1[S:12][CH:13]=[C:14]([CH:16]=O)[CH:15]=1)([C:4]([CH3:7])([CH3:6])[CH3:5])([CH3:3])[CH3:2].[CH3:33][C:34]([S:37]([NH2:39])=[O:38])([CH3:36])[CH3:35]>C1COCC1.[Cl-].[Na+].O.[O-]CC.[Ti+4].[O-]CC.[O-]CC.[O-]CC>[Si:1]([O:8][CH2:9][CH:10]([N:18]([CH2:28][CH2:29][CH:30]([CH3:32])[CH3:31])[S:19]([C:22]1[CH:27]=[CH:26][CH:25]=[CH:24][CH:23]=1)(=[O:20])=[O:21])[C:11]1[S:12][CH:13]=[C:14](/[CH:16]=[N:39]/[S:37]([C:34]([CH3:36])([CH3:35])[CH3:33])=[O:38])[CH:15]=1)([C:4]([CH3:6])([CH3:5])[CH3:7])([CH3:2])[CH3:3] |f:3.4.5,6.7.8.9.10|. Procedure details: N-[2-{[tert-butyl(dimethyl)silyl]oxy}-1-(4-formylthiophen-2-yl)ethyl]-N-(3-methylbutyl)benzenesulfonamide (125 mg, 0.252 mmol) was dissolved in 0.84 mL THF. Titanium(IV) ethoxide (106 μl, 0.504 mmol) and 2-methylpropane-2-sulfinamide (36.7 mg, 0.303 mmol) were added. The mixture was stirred at room temperature overnight. The reaction mixture was then poured into an equal volume of brine and filtered thru Celite and then washed with EtOAc. Starting materials: NCC1CCN(CC1)C(=O)OC(C)(C)C (tert-butyl 4-(aminomethyl)piperidine-1-carboxylate), NC1=CC(=NC(=C1C#N)OCC)C(=O)O (4-amino-5-cyano-6-ethoxypicolinic acid), C(C)N=C=NCCCN(C)C (1-ethyl-3-(3′-dimethylaminopropyl)carbodiimide), O.ON1N=NC2=C1C=CC=C2 (1-hydroxybenzotriazole hydrate), C(C)(C)N(CC)C(C)C (diisopropylethylamine). Run in ClCCl (dichloromethane), C(C)(=O)OCC (ethyl acetate). Conditions: time 5 minute. The product is NC1=CC(=NC(=C1C#N)OCC)C(=O)NCC1CCN(CC1)C(=O)OC(C)(C)C (tert-Butyl 4-((4-amino-5-cyano-6-ethoxypicolinamido)methyl)piperidine-1-carboxylate). Yield: 67.0%. As a reaction SMILES: [NH2:1][C:2]1[C:7]([C:8]#[N:9])=[C:6]([O:10][CH2:11][CH3:12])[N:5]=[C:4]([C:13]([OH:15])=O)[CH:3]=1.C(N=C=NCCCN(C)C)C.O.ON1C2C=CC=CC=2N=N1.C(N(C(C)C)CC)(C)C.[NH2:47][CH2:48][CH:49]1[CH2:54][CH2:53][N:52]([C:55]([O:57][C:58]([CH3:61])([CH3:60])[CH3:59])=[O:56])[CH2:51][CH2:50]1>ClCCl.C(OCC)(=O)C>[NH2:1][C:2]1[C:7]([C:8]#[N:9])=[C:6]([O:10][CH2:11][CH3:12])[N:5]=[C:4]([C:13]([NH:47][CH2:48][CH:49]2[CH2:54][CH2:53][N:52]([C:55]([O:57][C:58]([CH3:61])([CH3:60])[CH3:59])=[O:56])[CH2:51][CH2:50]2)=[O:15])[CH:3]=1 |f:2.3|. Reported procedure: To a solution of 4-amino-5-cyano-6-ethoxypicolinic acid (193 mg) in dichloromethane (4 mL) was added 1-ethyl-3-(3′-dimethylaminopropyl)carbodiimide (215 mg), 1-hydroxybenzotriazole hydrate (164 mg), and diisopropylethylamine (813 μL). The mixture was stirred at room temperature for 5 minutes and then tert-butyl 4-(aminomethyl)piperidine-1-carboxylate (200 mg) was added. The reaction mixture was stirred at room temperature for 16 hours. The organic phase was diluted with ethyl acetate, washed wit... The reactants are CC(C=O)(C)C1=CC=C2C=C(C(OC2=C1)C(F)(F)F)C(=O)OCC (Ethyl 7-(1,1-dimethyl-2-oxoethyl)-2-(trifluoromethyl)-2H-chromene-3-carboxylate), C(CC)N (n-propylamine), C(#N)[BH3-].[Na+] (sodium cyanoborohydride). Run in CO (MeOH), CC(=O)O (HOAc), C1CCOC1 (THF), CO (MeOH). Reaction conditions: time 8 hour. Product: CC(CNCCC)(C)C1=CC=C2C=C(C(OC2=C1)C(F)(F)F)C(=O)OCC (ethyl 7-[1,1-dimethyl-2-(propylamino)ethyl]-2-(trifluoromethyl)-2H-chromene-3-carboxylate). As a reaction SMILES: [CH3:1][C:2]([C:6]1[CH:15]=[C:14]2[C:9]([CH:10]=[C:11]([C:20]([O:22][CH2:23][CH3:24])=[O:21])[CH:12]([C:16]([F:19])([F:18])[F:17])[O:13]2)=[CH:8][CH:7]=1)([CH3:5])[CH:3]=O.[CH2:25]([NH2:28])[CH2:26][CH3:27].C([BH3-])#N.[Na+]>CO.CC(O)=O.C1COCC1>[CH3:5][C:2]([C:6]1[CH:15]=[C:14]2[C:9]([CH:10]=[C:11]([C:20]([O:22][CH2:23][CH3:24])=[O:21])[CH:12]([C:16]([F:18])([F:17])[F:19])[O:13]2)=[CH:8][CH:7]=1)([CH3:1])[CH2:3][NH:28][CH2:25][CH2:26][CH3:27] |f:2.3|. Reported procedure: To a solution of the title product of Example 113 Step 3 (198 mg, 0.579 mmole) in 8 mL of MeOH and 1 mL of HOAc was added n-propylamine (68 mg, 1.2 mmoles), 0.9 mL of 1 M sodium cyanoborohydride in THF, and 1 g of activated 4 Å molecular sieves. The resulting mixture was stirred overnight at room temperature. The mixture was diluted with MeOH, filtered through Celite, concentrated, azeotropically distilled with toluene. Chromatography of the residue over silica gel using 10% MeOH—DCM gave the ti... Starting materials: OC1=CC=C(C=C1)CC(C(=O)OCC)(C)OC1=CC=C(C=C1)C(C)C (ethyl 3-(4-hydroxyphenyl)-2-(4-isopropylphenoxy)-2-methylpropionate), BrCCOC1OCCCC1 (2-(2-bromoethoxy)tetrahydropyran), C([O-])([O-])=O.[K+].[K+] (potassium carbonate). Solvent: CC(=O)N(C)C (dimethylacetamide). Yields the product C(C)(C)C1=CC=C(OC(C(=O)OCC)(CC2=CC=C(C=C2)OCCOC2OCCCC2)C)C=C1 (Ethyl 2-(4-isopropylphenoxy)-2-methyl-3-[4-[2-(tetrahydropyran-2-yloxy)ethoxy]phenyl]propionate). The yield is 77.1%. As a reaction SMILES: [OH:1][C:2]1[CH:7]=[CH:6][C:5]([CH2:8][C:9]([O:16][C:17]2[CH:22]=[CH:21][C:20]([CH:23]([CH3:25])[CH3:24])=[CH:19][CH:18]=2)([CH3:15])[C:10]([O:12][CH2:13][CH3:14])=[O:11])=[CH:4][CH:3]=1.Br[CH2:27][CH2:28][O:29][CH:30]1[CH2:35][CH2:34][CH2:33][CH2:32][O:31]1.C(=O)([O-])[O-].[K+].[K+]>CC(N(C)C)=O>[CH:23]([C:20]1[CH:19]=[CH:18][C:17]([O:16][C:9]([CH3:15])([CH2:8][C:5]2[CH:6]=[CH:7][C:2]([O:1][CH2:27][CH2:28][O:29][CH:30]3[CH2:35][CH2:34][CH2:33][CH2:32][O:31]3)=[CH:3][CH:4]=2)[C:10]([O:12][CH2:13][CH3:14])=[O:11])=[CH:22][CH:21]=1)([CH3:24])[CH3:25] |f:2.3.4|. Procedure details: In a similar manner to that described in Reference example 3(e), a reaction was carried out using ethyl 3-(4-hydroxyphenyl)-2-(4-isopropylphenoxy)-2-methylpropionate (1.00 g), which is the product of Reference example 9(b), 2-(2-bromoethoxy)tetrahydropyran (1.84 g) and potassium carbonate (1.62 g) in dimethylacetamide and the reaction mixture was treated to afford the desired compound (1.06 g) as a syrup. Reactants: [Al+3], CCOC(=O)N1CCc2ccsc2CC1, CC(C)(C)C(=O)Cl, [Cl-], [Cl-], [Cl-], CC(Cl)Cl. The product is CCOC(=O)N1CCc2cc(C(=O)C(C)(C)C)sc2CC1. RXN SMILES: [Al+3:24].[CH2:1]([CH3:2])[O:3][C:4](=[O:5])[N:6]1[CH2:7][CH2:8][c:9]2[c:10]([cH:13][cH:14][s:15]2)[CH2:11][CH2:12]1.[CH3:16][C:17]([C:18](=[O:19])[Cl:20])([CH3:21])[CH3:22].[Cl-:23].[Cl-:25].[Cl-:26].[Cl:27][CH:28]([Cl:29])[CH3:30]>>[CH2:1]([CH3:2])[O:3][C:4](=[O:5])[N:6]1[CH2:7][CH2:8][c:9]2[c:10]([cH:13][c:14]([C:18]([C:17]([CH3:16])([CH3:21])[CH3:22])=[O:19])[s:15]2)[CH2:11][CH2:12]1. Reactants: O (water), O (water), S(=O)(=O)(O)O.NO (hydroxylamine sulfate), COCCOC (1,2-dimethoxyethane), ClC=1C=C(C=C(C1)Cl)C(=CC(=O)C1=CC(=C(C(=O)O)C=C1)C)C(F)(F)F (4-(3-(3,5-dichlorophenyl)-4,4,4-trifluoro-2-butenoyl)-2-methylbenzoic acid), C1(=CC=CC=C1)C (toluene), C1(=CC=CC=C1)C (toluene). Run in [OH-].[Na+] (sodium hydroxide). Run at temperature 0 celsius, time 3 hour. The product is ClC=1C=C(C=C(C1)Cl)C1(CC(=NO1)C1=CC(=C(C(=O)O)C=C1)C)C(F)(F)F (4-(5-(3,5-dichlorophenyl)-5-tri fluoromethyl-4,5-dihydroisoxazol-3-yl)-2-methylbenzoic acid). As a reaction SMILES: COCCOC.[Cl:7][C:8]1[CH:9]=[C:10]([C:15]([C:29]([F:32])([F:31])[F:30])=[CH:16][C:17]([C:19]2[CH:27]=[CH:26][C:22]([C:23]([OH:25])=[O:24])=[C:21]([CH3:28])[CH:20]=2)=O)[CH:11]=[C:12]([Cl:14])[CH:13]=1.C1(C)C=CC=CC=1.[OH2:40].S(O)(O)(=O)=O.[NH2:46]O>[OH-].[Na+]>[Cl:7][C:8]1[CH:9]=[C:10]([C:15]2([C:29]([F:32])([F:31])[F:30])[O:40][N:46]=[C:17]([C:19]3[CH:27]=[CH:26][C:22]([C:23]([OH:25])=[O:24])=[C:21]([CH3:28])[CH:20]=3)[CH2:16]2)[CH:11]=[C:12]([Cl:14])[CH:13]=1 |f:4.5,6.7|. Reported procedure: 6.27 g of 1,2-dimethoxyethane was added to solution in which 1.61 g of 4-(3-(3,5-dichlorophenyl)-4,4,4-trifluoro-2-butenoyl)-2-methylbenzoic acid was dissolved into 10.5 g of toluene, and the mixture was cooled to 0° C. A solution in which 0.64 g of sodium hydroxide was dissolved into 1.6 g of water was carefully added to the mixture so that the temperature of the reaction solution did not exceed 5° C. Moreover, a solution in which 0.46 g of hydroxylamine sulfate was dissolved into 2.24 g of wat... Starting materials: O=C([O-])[O-], CCOC(=O)CCCOc1cccc(CCCCCCOc2cc(C(=O)N(C)C)cc(-c3ccc(F)c(F)c3)c2)c1CCC(=O)OCC, CCOC(=O)CCCOc1cccc(CCCCCCOc2cc(Br)cc(C(=O)NCc3ccccc3OC(F)F)c2)c1CCC(=O)OCC, COCCOC, [Cs+], [Cs+], OB(O)c1ccsc1. The product is CCOC(=O)CCCOc1cccc(CCCCCCOc2cc(C(=O)NCc3ccccc3OC(F)F)cc(-c3ccsc3)c2)c1CCC(=O)OCC. Reaction SMILES: [C:107](=[O:108])([O-:109])[O-:110].[CH2:1]([O:2][C:3](=[O:4])[CH2:5][CH2:6][CH2:7][O:8][c:9]1[cH:10][cH:11][cH:12][c:13]([CH2:14][CH2:15][CH2:16][CH2:17][CH2:18][CH2:19][O:20][c:21]2[cH:22][c:23](-[c:24]3[cH:25][cH:26][c:27]([F:28])[c:29]([F:30])[cH:31]3)[cH:32][c:33]([C:34](=[O:35])[N:36]([CH3:37])[CH3:38])[cH:39]2)[c:40]1[CH2:41][CH2:42][C:43]([O:44][CH2:45][CH3:46])=[O:47])[CH3:48].[CH2:49]([CH3:50])[O:51][C:52]([CH2:53][CH2:54][CH2:55][O:56][c:57]1[c:58]([CH2:91][CH2:92][C:93](=[O:94])[O:95][CH2:96][CH3:97])[c:59]([CH2:63][CH2:64][CH2:65][CH2:66][CH2:67][CH2:68][O:69][c:70]2[cH:71][c:72]([Br:90])[cH:73][c:74]([C:76]([NH:77][CH2:78][c:79]3[c:80]([O:85][CH:86]([F:87])[F:88])[cH:81][cH:82][cH:83][cH:84]3)=[O:89])[cH:75]2)[cH:60][cH:61][cH:62]1)=[O:98].[CH3:113][O:114][CH2:115][CH2:116][O:117][CH3:118].[Cs+:111].[Cs+:112].[s:99]1[cH:100][c:101]([B:104]([OH:105])[OH:106])[cH:102][cH:103]1>>[CH2:49]([CH3:50])[O:51][C:52]([CH2:53][CH2:54][CH2:55][O:56][c:57]1[c:58]([CH2:91][CH2:92][C:93](=[O:94])[O:95][CH2:96][CH3:97])[c:59]([CH2:63][CH2:64][CH2:65][CH2:66][CH2:67][CH2:68][O:69][c:70]2[cH:71][c:72](-[c:101]3[cH:100][s:99][cH:103][cH:102]3)[cH:73][c:74]([C:76]([NH:77][CH2:78][c:79]3[c:80]([O:85][CH:86]([F:87])[F:88])[cH:81][cH:82][cH:83][cH:84]3)=[O:89])[cH:75]2)[cH:60][cH:61][cH:62]1)=[O:98]. Starting materials: Cl.C(C1=CC=CC=C1)N1C(NC(C1)=O)CCC(=O)OCC(C)C (isobutyl 3-benzyl-5-oxo-2-imidazolidinepropanoate hydrochloride), C(=O)O (formic acid), O (water), C(=O)O (formic acid). Reagents/catalysts: [Pd] (palladium on charcoal). The solvent is CO (methanol), CO (methanol). Run at time 6 hour. Yields the product Cl.O=C1CNC(N1)CCC(=O)OCC(C)C (Isobutyl 5-oxo-2-imidazolidinepropanoate hydrochloride). Yield: 40.8%. RXN SMILES: C(O)=O.[ClH:4].C([N:12]1[CH2:16][C:15](=[O:17])[NH:14][CH:13]1[CH2:18][CH2:19][C:20]([O:22][CH2:23][CH:24]([CH3:26])[CH3:25])=[O:21])C1C=CC=CC=1.O>[Pd].CO>[ClH:4].[O:17]=[C:15]1[NH:14][CH:13]([CH2:18][CH2:19][C:20]([O:22][CH2:23][CH:24]([CH3:26])[CH3:25])=[O:21])[NH:12][CH2:16]1 |f:1.2,6.7|. Procedure details: To a mixture of 10% palladium on charcoal (1 g) and 99% formic acid (1 ml) in methanol (2ml), under nitrogen, was added a solution of isobutyl 3-benzyl-5-oxo-2-imidazolidinepropanoate hydrochloride (1 g, 2.93 mmol) and 99% formic acid (1.25 ml) in methanol (25 ml). The mixture was stirred under nitrogen for 6 hours. After addition of water (15 ml) and removal of the catalyst, the solvent was evaporated and the residue was triturated with ethanol to give 0.3 g (41%) of the title compound, m.p. 13...